From a dataset of the Open Reaction Database (ORD), a public repository of structured organic reaction records. describe an organic reaction: reactants, conditions, products, and yield The reactants are CC(c1ccc(Br)cc1)N1CCC(CCCO)(c2ccc(F)cc2)OC1=O, Brc1cncnc1. Product: CC(c1ccc(-c2cncnc2)cc1)N1CCC(CCCO)(c2ccc(F)cc2)OC1=O. RXN SMILES: [Br:1][c:2]1[cH:3][cH:4][c:5]([CH:8]([CH3:9])[N:10]2[C:11](=[O:27])[O:12][C:13]([CH2:16][CH2:17][CH2:18][OH:19])([c:20]3[cH:21][cH:22][c:23]([F:26])[cH:24][cH:25]3)[CH2:14][CH2:15]2)[cH:6][cH:7]1.[Br:28][c:29]1[cH:30][n:31][cH:32][n:33][cH:34]1>>[c:2]1(-[c:29]2[cH:30][n:31][cH:32][n:33][cH:34]2)[cH:3][cH:4][c:5]([CH:8]([CH3:9])[N:10]2[C:11](=[O:27])[O:12][C:13]([CH2:16][CH2:17][CH2:18][OH:19])([c:20]3[cH:21][cH:22][c:23]([F:26])[cH:24][cH:25]3)[CH2:14][CH2:15]2)[cH:6][cH:7]1.